This data is from the Open Reaction Database (ORD), a public repository of structured organic reaction records. The task is: describe an organic reaction: reactants, conditions, products, and yield Reactants: FC=1C=CC(=C(C(=O)NC)C1)[N+](=O)[O-] (5-fluoro-N-methyl-2-nitrobenzamide), N1CCOCC1 (morpholine), C(=O)([O-])[O-].[Cs+].[Cs+] (Cs2CO3). The solvent is CN(C)C=O (DMF). Run at temperature 100 celsius, time 8 hour. The product is CNC(C1=C(C=CC(=C1)N1CCOCC1)[N+](=O)[O-])=O (N-methyl-5-morpholino-2-nitrobenzamide). Yield: 86.3%. Reaction SMILES: F[C:2]1[CH:3]=[CH:4][C:5]([N+:12]([O-:14])=[O:13])=[C:6]([CH:11]=1)[C:7]([NH:9][CH3:10])=[O:8].[NH:15]1[CH2:20][CH2:19][O:18][CH2:17][CH2:16]1.C([O-])([O-])=O.[Cs+].[Cs+]>CN(C=O)C>[CH3:10][NH:9][C:7](=[O:8])[C:6]1[CH:11]=[C:2]([N:15]2[CH2:20][CH2:19][O:18][CH2:17][CH2:16]2)[CH:3]=[CH:4][C:5]=1[N+:12]([O-:14])=[O:13] |f:2.3.4|. Procedure details: To the solution of 5-fluoro-N-methyl-2-nitrobenzamide (178 mg, 0.9 mmol) and morpholine (94 mg, 1.2 eq) in anhydrous DMF (3.0 mL) was added Cs2CO3 (350 mg, 1.2 eq). The mixture was stirred at 100° C. in an oil bath overnight. The mixture was cooled and the solvent was removed to obtain the crude which was purified by silica gel chromatography to obtain the desired compound N-methyl-5-morpholino-2-nitrobenzamide (206 mg, isolated yield 86%). The reactants are N(=[N+]=[N-])C1=CC=C(C(=O)Cl)C=C1 (p-azidobenzoyl chloride), COC(CC1=C(NC2=CC=C(C=C12)OC)C)=O (methyl-5-methoxy-2-methyl-3-indolylacetate). The product is COC(CC1=C(N(C2=CC=C(C=C12)OC)C(C1=CC=C(C=C1)N=[N+]=[N-])=O)C)=O (methyl-1-(p-azidobenzoyl)-5-methoxy-2-methyl-3-indolylacetate). As a reaction SMILES: [N:1]([C:4]1[CH:12]=[CH:11][C:7]([C:8](Cl)=[O:9])=[CH:6][CH:5]=1)=[N+:2]=[N-:3].[CH3:13][O:14][C:15](=[O:29])[CH2:16][C:17]1[C:25]2[C:20](=[CH:21][CH:22]=[C:23]([O:26][CH3:27])[CH:24]=2)[NH:19][C:18]=1[CH3:28]>>[CH3:13][O:14][C:15](=[O:29])[CH2:16][C:17]1[C:25]2[C:20](=[CH:21][CH:22]=[C:23]([O:26][CH3:27])[CH:24]=2)[N:19]([C:8](=[O:9])[C:7]2[CH:11]=[CH:12][C:4]([N:1]=[N+:2]=[N-:3])=[CH:5][CH:6]=2)[C:18]=1[CH3:28]. Procedure: The title compound is prepared by condensing 18.16 g (0.1 mole) of p-azidobenzoyl chloride with 0.1 mole of methyl-5-methoxy-2-methyl-3-indolylacetate following the procedure described in Example 2. The reactants are C(C)(C)(C)OC(N[C@@H](CC(N1CC2=C(N3C=NC(=C3C1)C(=O)N1CCCC1)C=CC=C2)=O)CC2=C(C=C(C(=C2)F)F)F)=O ((R)-[3-oxo-3-[3-(pyrrolidine-1-carbonyl)-4H,6H-2,5,10b-triaza-benzo-[e]azulen-5-yl]-1-(2,4,5-trifluoro-benzyl)-propyl]-carbamic acid tert-butyl ester), FC(C(=O)O)(F)F (trifluoroacetic acid), FC(C(=O)O)(F)F (trifluoroacetic acid). Run in C(Cl)Cl (DCM), C(Cl)Cl (DCM). Reaction conditions: time 1 hour. Yields the product FC(C(=O)O)(F)F (trifluoroacetic acid), N[C@@H](CC(=O)N1CC2=C(N3C=NC(=C3C1)C(=O)N1CCCC1)C=CC=C2)CC2=C(C=C(C(=C2)F)F)F ((R)-3-amino-1-[3-(pyrrolidine-1-carbonyl)-4H,6H-2,5,10b-triaza-benzo[e]azulen-5-yl]-4-(2,4,5-trifluoro-phenyl)-butan-1-one). The yield is 86.0%. Reaction SMILES: C(OC(=O)[NH:7][C@H:8]([CH2:33][C:34]1[CH:39]=[C:38]([F:40])[C:37]([F:41])=[CH:36][C:35]=1[F:42])[CH2:9][C:10](=[O:32])[N:11]1[CH2:20][C:19]2[N:15]([CH:16]=[N:17][C:18]=2[C:21]([N:23]2[CH2:27][CH2:26][CH2:25][CH2:24]2)=[O:22])[C:14]2[CH:28]=[CH:29][CH:30]=[CH:31][C:13]=2[CH2:12]1)(C)(C)C.[F:44][C:45]([F:50])([F:49])[C:46]([OH:48])=[O:47]>C(Cl)Cl>[F:44][C:45]([F:50])([F:49])[C:46]([OH:48])=[O:47].[NH2:7][C@H:8]([CH2:33][C:34]1[CH:39]=[C:38]([F:40])[C:37]([F:41])=[CH:36][C:35]=1[F:42])[CH2:9][C:10]([N:11]1[CH2:20][C:19]2[N:15]([CH:16]=[N:17][C:18]=2[C:21]([N:23]2[CH2:27][CH2:26][CH2:25][CH2:24]2)=[O:22])[C:14]2[CH:28]=[CH:29][CH:30]=[CH:31][C:13]=2[CH2:12]1)=[O:32]. Procedure details: To solution of (R)-[3-oxo-3-[3-(pyrrolidine-1-carbonyl)-4H,6H-2,5,10b-triaza-benzo-[e]azulen-5-yl]-1-(2,4,5-trifluoro-benzyl)-propyl]-carbamic acid tert-butyl ester (45 mg, 0.08 mmol) in DCM (5 mL) was added trifluoroacetic acid (0.24 mL, 3 mL/mmol). The reaction mixture was stirred at r.t. for 1 h. After the completion of the reaction, as confirmed by TLC, excess of trifluoroacetic acid and DCM were evaporated in vacuo to afford a gummy solid which was crystallized from hexane to afford trifluo... Starting materials: C1(=CC=CC=C1)C(=C1CCNCC1)C1=CC=CC=C1 (4-diphenylmethylenepiperidine), BrCCCOC1=CC=CC=C1 ((3-bromopropoxy)benzene), C([O-])([O-])=O.[Na+].[Na+] (sodium carbonate), C(CCC)O (1-butanol). Yields the product C(C(=O)O)(=O)O.C1(=CC=CC=C1)C(=C1CCN(CC1)CCCOC1=CC=CC=C1)C1=CC=CC=C1 (4-(Diphenylmethylene)-1-(3-phenoxypropyl)piperidine oxalate). As a reaction SMILES: [C:1]1([C:7]([C:14]2[CH:19]=[CH:18][CH:17]=[CH:16][CH:15]=2)=[C:8]2[CH2:13][CH2:12][NH:11][CH2:10][CH2:9]2)[CH:6]=[CH:5][CH:4]=[CH:3][CH:2]=1.Br[CH2:21][CH2:22][CH2:23][O:24][C:25]1[CH:30]=[CH:29][CH:28]=[CH:27][CH:26]=1.[C:31](=[O:34])([O-:33])[O-].[Na+].[Na+].C([OH:41])CCC>>[C:25]([OH:24])(=[O:41])[C:31]([OH:33])=[O:34].[C:1]1([C:7]([C:14]2[CH:19]=[CH:18][CH:17]=[CH:16][CH:15]=2)=[C:8]2[CH2:9][CH2:10][N:11]([CH2:21][CH2:22][CH2:23][O:24][C:25]3[CH:30]=[CH:29][CH:28]=[CH:27][CH:26]=3)[CH2:12][CH2:13]2)[CH:2]=[CH:3][CH:4]=[CH:5][CH:6]=1 |f:2.3.4,6.7|. Procedure details: A mixture of 3.3 g (0.013 mole) of 4-diphenylmethylenepiperidine, 3.3 g (0.015 mole) of (3-bromopropoxy)benzene and 5.3 g (0.05 mole) of anhydrous sodium carbonate in 100 ml of 1-butanol was heated at reflux for 20 hr. The mixture was concentrated under reduced pressure and the residue was partitioned between water and benzene. The benzene layer was washed with water and brine, dried over anhydrous sodium sulfate and concentrated under reduced pressure to give an oil as residue, the free base of... The reactants are C=C(C)CC1(c2ccccc2)CCCN(C(C)c2ccc(-c3ccc(=O)n(C)c3)cc2)C(=O)N1, CC(C)O, ClCCl, [Co], [SiH3]c1ccccc1. Yields the product CC(c1ccc(-c2ccc(=O)n(C)c2)cc1)N1CCCC(CC(C)(C)O)(c2ccccc2)NC1=O. Reaction SMILES: [CH3:1][n:2]1[cH:3][c:4](-[c:9]2[cH:10][cH:11][c:12]([CH:15]([CH3:16])[N:17]3[C:18](=[O:34])[NH:19][C:20]([c:24]4[cH:25][cH:26][cH:27][cH:28][cH:29]4)([CH2:30][C:31](=[CH2:32])[CH3:33])[CH2:21][CH2:22][CH2:23]3)[cH:13][cH:14]2)[cH:5][cH:6][c:7]1=[O:8].[CH:42]([CH3:43])([CH3:44])[OH:45].[Cl:46][CH2:47][Cl:48].[Co:49].[c:35]1([SiH3:36])[cH:37][cH:38][cH:39][cH:40][cH:41]1>>[CH3:1][n:2]1[cH:3][c:4](-[c:9]2[cH:10][cH:11][c:12]([CH:15]([CH3:16])[N:17]3[C:18](=[O:34])[NH:19][C:20]([c:24]4[cH:25][cH:26][cH:27][cH:28][cH:29]4)([CH2:30][C:31]([CH3:32])([CH3:33])[OH:45])[CH2:21][CH2:22][CH2:23]3)[cH:13][cH:14]2)[cH:5][cH:6][c:7]1=[O:8]. Starting materials: BrN1C(CCC1=O)=O (N-Bromosuccinimide), CN1C(=CC=C1)C#N (1-methyl-1H-pyrrole-2-carbonitrile), BrN1C(CCC1=O)=O (N-bromosuccinimide). Run in CN(C=O)C (N,N-dimethylformamide). Reaction conditions: time 15 hour. Yields the product BrC=1C=C(N(C1)C)C#N (4-Bromo-1-methyl-1H-pyrrole-2-carbonitrile). Reaction SMILES: [Br:1]N1C(=O)CCC1=O.[CH3:9][N:10]1[CH:14]=[CH:13][CH:12]=[C:11]1[C:15]#[N:16]>CN(C)C=O>[Br:1][C:13]1[CH:12]=[C:11]([C:15]#[N:16])[N:10]([CH3:9])[CH:14]=1. Reported procedure: N-Bromosuccinimide (6.2 g, 34.9 mmol) is added to a solution of 1-methyl-1H-pyrrole-2-carbonitrile (3.7 g, 34.9 mmol) in N,N-dimethylformamide (150 mL). The solution is stirred for 15 hours at ambient temperature. Another amount of N-bromosuccinimide (2.0 g, 11 mmol) is added and the mixture is stirred for 3 hours. Silica (7 g) is then added and the suspension is then evaporated to dryness. The material pre-absorbed onto the silica is placed on a silica gel column and the product is purified by ...